From a dataset of the Open Reaction Database (ORD), a public repository of structured organic reaction records. describe an organic reaction: reactants, conditions, products, and yield Starting materials: O=C([O-])c1ccccc1, O=C(O)C=CC(=O)O. Product: O=C(O)c1ccccc1. As a reaction SMILES: [O-:1][C:2](=[O:3])[c:4]1[cH:5][cH:6][cH:7][cH:8][cH:9]1.[OH:10][C:11]([CH:12]=[CH:13][C:14](=[O:15])[OH:16])=[O:17]>>[O:1]=[C:2]([OH:3])[c:4]1[cH:5][cH:6][cH:7][cH:8][cH:9]1. The reactants are CSC1=[N+]2Cc3ccccc3CC2CS1, [I-], Nc1cccc2cnccc12, c1ccncc1. The product is c1ccc2c(c1)CC1CSC(=Nc3cccc4cnccc34)N1C2. RXN SMILES: [CH3:13][S:14][C:15]1=[N+:19]2[CH:18]([CH2:17][S:16]1)[CH2:27][c:26]1[c:21]([cH:22][cH:23][cH:24][cH:25]1)[CH2:20]2.[I-:12].[NH2:1][c:2]1[c:3]2[cH:4][cH:5][n:6][cH:7][c:8]2[cH:9][cH:10][cH:11]1.[cH:28]1[cH:29][cH:30][n:31][cH:32][cH:33]1>>[N:1]([c:2]1[c:3]2[cH:4][cH:5][n:6][cH:7][c:8]2[cH:9][cH:10][cH:11]1)=[C:15]1[S:16][CH2:17][CH:18]2[N:19]1[CH2:20][c:21]1[cH:22][cH:23][cH:24][cH:25][c:26]1[CH2:27]2. The reactants are ClC1=NC2=CC=C(C=C2C(=C1CC1=CC=C(C=C1)N1N=CC=C1)Cl)C(O)(C=1C=NC(=CC1)C(F)(F)F)C1=CN=CN1C ({2,4-Dichloro-3-[4-(1H-pyrazol-1-yl)benzyl]quinolin-6-yl}(1-methyl-1H-imidazol-5-yl) [6-(trifluoromethyl)pyridin-3-yl]methanol), ClC1=NC2=CC=C(C=C2C(=C1CC1=CC=C(C=C1)N1N=CC=C1)Cl)C(O)(C=1C=NC(=CC1)C(F)(F)F)C1=CN=CN1C ({2,4-Dichloro-3-[4-(1H-pyrazol-1-yl)benzyl]quinolin-6-yl}(1-methyl-1H-imidazol-5-yl) [6-(trifluoromethyl)pyridin-3-yl]methanol), Cl.COC1CNC1 (3-methoxyazetidine hydrochloride), CN(C)C=O (DMF). The solvent is CCOC(=O)C (EtOAc). Conditions: temperature 100 celsius. Yields the product ClC1=C(C(=NC2=CC=C(C=C12)C(O)(C=1C=NC(=CC1)C(F)(F)F)C1=CN=CN1C)N1CC(C1)OC)CC1=CC=C(C=C1)N1N=CC=C1 ({4-Chloro-2-(3-methoxyazetidin-1-yl)-3-[4-(1H-pyrazol-1-yl)benzyl]quinolin-6-yl}(1-methyl-1H-imidazol-5-yl)[6-(trifluoromethyl)pyridin-3-yl]methanol). As a reaction SMILES: Cl[C:2]1[C:11]([CH2:12][C:13]2[CH:18]=[CH:17][C:16]([N:19]3[CH:23]=[CH:22][CH:21]=[N:20]3)=[CH:15][CH:14]=2)=[C:10]([Cl:24])[C:9]2[C:4](=[CH:5][CH:6]=[C:7]([C:25]([C:37]3[N:41]([CH3:42])[CH:40]=[N:39][CH:38]=3)([C:27]3[CH:28]=[N:29][C:30]([C:33]([F:36])([F:35])[F:34])=[CH:31][CH:32]=3)[OH:26])[CH:8]=2)[N:3]=1.Cl.[CH3:44][O:45][CH:46]1[CH2:49][NH:48][CH2:47]1.CN(C=O)C>CCOC(C)=O>[Cl:24][C:10]1[C:9]2[C:4](=[CH:5][CH:6]=[C:7]([C:25]([C:37]3[N:41]([CH3:42])[CH:40]=[N:39][CH:38]=3)([C:27]3[CH:28]=[N:29][C:30]([C:33]([F:35])([F:36])[F:34])=[CH:31][CH:32]=3)[OH:26])[CH:8]=2)[N:3]=[C:2]([N:48]2[CH2:49][CH:46]([O:45][CH3:44])[CH2:47]2)[C:11]=1[CH2:12][C:13]1[CH:14]=[CH:15][C:16]([N:19]2[CH:23]=[CH:22][CH:21]=[N:20]2)=[CH:17][CH:18]=1 |f:1.2|. Procedure: {2,4-Dichloro-3-[4-(1H-pyrazol-1-yl)benzyl]quinolin-6-yl}(1-methyl-1H-imidazol-5-yl)pyrimidin-2-ylmethanol (200 mg, 0.328 mmol, Intermediate 65), 3-methoxyazetidine hydrochloride (427 mg, 3.28 mmol), and DMF (2 mL) were combined in a reaction tube, then sealed and heated to 100° C. and maintained at that temperature overnight. The reaction vessel was then cooled to room temperature and the contents were transferred to a separatory funnel with EtOAc dilution, and extracted once with saturated, aq... The reactants are O1C(NC2=C1C=CC=C2)=O (2-benzoxazolinone), ClCCCBr (3-chloro-1-bromopropane), [H-].[Na+] (sodium hydride). Run in CN(C=O)C (dimethylformamide), CN(C=O)C (dimethylformamide), CN(C=O)C (dimethylformamide). Conditions: time 30 minute. Yields the product ClCCCN1C(OC2=C1C=CC=C2)=O (N-(3-chloropropyl)-2-benzoxazolinone). Yield: 69.0%. RXN SMILES: [H-].[Na+].[O:3]1[C:7]2[CH:8]=[CH:9][CH:10]=[CH:11][C:6]=2[NH:5][C:4]1=[O:12].[Cl:13][CH2:14][CH2:15][CH2:16]Br>CN(C)C=O>[Cl:13][CH2:14][CH2:15][CH2:16][N:5]1[C:6]2[CH:11]=[CH:10][CH:9]=[CH:8][C:7]=2[O:3][C:4]1=[O:12] |f:0.1|. Procedure: To a stirred suspension of sodium hydride (7.8 g, 160 mmol, ether-washed) in dimethylformamide (75 ml) was added dropwise under nitrogen, 2-benzoxazolinone (20.0 g, 150 mmol) dissolved in dimethylformamide (150 ml). After complete addition the reaction was stirred at ambient temperature for 30 min, and then it was cooled to -5° C. with an ice-acetone bath. A solution of 3-chloro-1-bromopropane (46.6 g, 300 mmol) in dimethylformamide (50 ml) was added dropwise (temperature never exceeded 0° C.). ... The reactants are CC(C)COc1ccc(Br)cc1, [Li]CCCC, CON(C)C(=O)c1ccc(Cl)c(S(N)(=O)=O)c1, C1CCOC1. The product is CC(C)COc1ccc(C(=O)c2ccc(Cl)c(S(N)(=O)=O)c2)cc1. Reaction SMILES: [Br:1][c:2]1[cH:3][cH:4][c:5]([O:8][CH2:9][CH:10]([CH3:11])[CH3:12])[cH:6][cH:7]1.[CH2:13]([Li:14])[CH2:15][CH2:16][CH3:17].[Cl:18][c:19]1[c:20]([S:31]([NH2:32])(=[O:33])=[O:34])[cH:21][c:22]([C:23](=[O:24])[N:25]([O:26][CH3:27])[CH3:28])[cH:29][cH:30]1.[O:35]1[CH2:36][CH2:37][CH2:38][CH2:39]1>>[c:2]1([C:23]([c:22]2[cH:21][c:20]([S:31]([NH2:32])(=[O:33])=[O:34])[c:19]([Cl:18])[cH:30][cH:29]2)=[O:24])[cH:3][cH:4][c:5]([O:8][CH2:9][CH:10]([CH3:11])[CH3:12])[cH:6][cH:7]1. Starting materials: COC1=C(C=C(C=C1)C1=NN(C(=C1)C)C)C (3-(4-methoxy-3-methyl-phenyl)-1,5-dimethyl-1H-pyrazole), BrN1C(CCC1=O)=O (N-bromosuccinimide), C(Cl)(Cl)Cl (chloroform). Run in O (water). The product is COC1=C(C=C(C=C1)C1=NN(C(=C1Br)C)C)C (3-(4-methoxy-3-methyl-phenyl)-4-bromo-1,5-dimethyl-1H-pyrazole). The yield is 49.7%. As a reaction SMILES: [CH3:1][O:2][C:3]1[CH:8]=[CH:7][C:6]([C:9]2[CH:13]=[C:12]([CH3:14])[N:11]([CH3:15])[N:10]=2)=[CH:5][C:4]=1[CH3:16].[Br:17]N1C(=O)CCC1=O.C(Cl)(Cl)Cl>O>[CH3:1][O:2][C:3]1[CH:8]=[CH:7][C:6]([C:9]2[C:13]([Br:17])=[C:12]([CH3:14])[N:11]([CH3:15])[N:10]=2)=[CH:5][C:4]=1[CH3:16]. Procedure details: At room temperature, a mixture of 3-(4-methoxy-3-methyl-phenyl)-1,5-dimethyl-1H-pyrazole (described in Reference Preparation example 43) 5.9 g, N-bromosuccinimide 5.8 g and chloroform 100 ml was stirred for seventeen hours. To the reaction mixture was added water and the resulting mixture was extracted with chloroform. The organic layer was washed with water and was dried over anhydrous magnesium sulfate, and was then concentrated under reduced pressure. The resulting residue was subjected to a ...